From a dataset of the Open Reaction Database (ORD), a public repository of structured organic reaction records. describe an organic reaction: reactants, conditions, products, and yield Reactants: Cc1cccc(C)c1NC(=O)CCN1CCN(C(=O)OCc2ccccc2)CC1, CO. Product: Cc1cccc(C)c1NC(=O)CCN1CCNCC1. Reaction SMILES: [CH3:1][c:2]1[c:3]([NH:9][C:10]([CH2:11][CH2:12][N:13]2[CH2:14][CH2:15][N:16]([C:19]([O:20][CH2:21][c:22]3[cH:23][cH:24][cH:25][cH:26][cH:27]3)=[O:28])[CH2:17][CH2:18]2)=[O:29])[c:4]([CH3:8])[cH:5][cH:6][cH:7]1.[CH3:30][OH:31]>>[CH3:1][c:2]1[c:3]([NH:9][C:10]([CH2:11][CH2:12][N:13]2[CH2:14][CH2:15][NH:16][CH2:17][CH2:18]2)=[O:29])[c:4]([CH3:8])[cH:5][cH:6][cH:7]1. The reactants are C[N+]1(CCOCC1)[O-] (NMO), ClC1=C(C=C(C=C1)CCNC(CC(F)(F)F)=O)CO (N-[2-(4-chloro-3-hydroxymethyl-phenyl)-ethyl]-3,3,3-trifluoro-propionamide). Reagents/catalysts: [Ru](=O)(=O)(=O)[O-].C(CC)[N+](CCC)(CCC)CCC (tetrapropylammonium perruthenate). Solvent: C(Cl)Cl (CH2Cl2). Reaction conditions: time 30 minute. Product: ClC1=C(C=C(C=C1)CCNC(CC(F)(F)F)=O)C=O (N-[2-(4-Chloro-3-formyl-phenyl)-ethyl]-3,3,3-trifluoro-propionamide). Isolated yield 80.5%. As a reaction SMILES: C[N+]1([O-])CCOCC1.[Cl:9][C:10]1[CH:15]=[CH:14][C:13]([CH2:16][CH2:17][NH:18][C:19](=[O:25])[CH2:20][C:21]([F:24])([F:23])[F:22])=[CH:12][C:11]=1[CH2:26][OH:27]>C(Cl)Cl.[Ru]([O-])(=O)(=O)=O.C([N+](CCC)(CCC)CCC)CC>[Cl:9][C:10]1[CH:15]=[CH:14][C:13]([CH2:16][CH2:17][NH:18][C:19](=[O:25])[CH2:20][C:21]([F:24])([F:23])[F:22])=[CH:12][C:11]=1[CH:26]=[O:27] |f:3.4|. Reported procedure: NMO (318 mg, 2.28 mmol) was added to a sol. of N-[2-(4-chloro-3-hydroxymethyl-phenyl)-ethyl]-3,3,3-trifluoro-propionamide (225 mg, 0.761 mmol) in CH2Cl2 (16 mL). The mixture was stirred for 30 min, and tetrapropylammonium perruthenate (26.7 mg, 0.076 mmol) was added. The mixture was stirred for 1 h at rt, and was filtered over Celite. The filtrate was evaporated under reduced pressure. Purification of the crude by FC (CH2Cl2/MeOH 19:1) yielded the title compound (180 mg, 81%). LC-MS: tR=0.88 min...